describe an organic reaction: reactants, conditions, products, and yield From a dataset of the Open Reaction Database (ORD), a public repository of structured organic reaction records. The solvent is CCOCC (Et2O), CCOCC (Et2O). Procedure: 21.25 g of diethyl benzalimino-(p-nitrophenyloxysulfonyl)methyl phosphonate is dissolved in 200 ml Et2O and added over 15 min to a solution of 9.5 g of p-toluene sulfonic acid monohydrate in 150 ml Et2O. 60 ml of cyclohexane is then added and the mixture allowed to settle. The supernatant solvent is decanted and the residual oil is washed twice with a mixture of 2:1 ether cyclohexane. The residual oil is the p-toluene sulfonic acid salt of diethyl amino-(p-nitrophenyloxysulfonyl)-methyl phosphon... RXN SMILES: O.[C:2]1([CH3:12])[CH:7]=[CH:6][C:5]([S:8]([OH:11])(=[O:10])=[O:9])=[CH:4][CH:3]=1.C1CCCCC1>CCOCC>[C:2]1([CH3:12])[CH:3]=[CH:4][C:5]([S:8]([OH:11])(=[O:9])=[O:10])=[CH:6][CH:7]=1 |f:0.1|. Starting materials: O.C1(=CC=C(C=C1)S(=O)(=O)O)C (p-toluene sulfonic acid monohydrate), diethyl benzalimino-(p-nitrophenyloxysulfonyl)methyl phosphonate, C1CCCCC1 (cyclohexane). The product is C1(=CC=C(C=C1)S(=O)(=O)O)C (p-Toluene sulfonic acid). The yield is 27.3%. Solvent: C(C)(=O)OCC (ethyl acetate), N1=CC=CC=C1 (pyridine). Reaction conditions: time 4 hour. Reaction SMILES: [Cl:1][C:2]1[C:10]([F:11])=[CH:9][C:5]([C:6]([OH:8])=O)=[C:4]([NH:12][C:13](=O)[CH2:14][CH3:15])[CH:3]=1.P(OC1C=CC=CC=1)(OC1C=CC=CC=1)OC1C=CC=CC=1.[CH2:39]([NH2:47])[CH2:40][C:41]1[CH:46]=[CH:45][CH:44]=[CH:43][CH:42]=1>N1C=CC=CC=1.C(OCC)(=O)C>[Cl:1][C:2]1[CH:3]=[C:4]2[C:5]([C:6](=[O:8])[N:47]([CH2:39][CH2:40][C:41]3[CH:46]=[CH:45][CH:44]=[CH:43][CH:42]=3)[C:13]([CH2:14][CH3:15])=[N:12]2)=[CH:9][C:10]=1[F:11]. Yields the product ClC1=C(C=C2C(N(C(=NC2=C1)CC)CCC1=CC=CC=C1)=O)F (7-chloro-2-ethyl-6-fluoro-3-phenethylquinazolin-4(3H)-one). The reactants are ClC1=CC(=C(C(=O)O)C=C1F)NC(CC)=O (4-chloro-5-fluoro-2-(propionamido)benzoic acid), P(OC1=CC=CC=C1)(OC1=CC=CC=C1)OC1=CC=CC=C1 (triphenyl phosphite), C(CC1=CC=CC=C1)N (phenethylamine). Reported procedure: The crude solid (3 g) from step 3 above mixed with triphenyl phosphite (4 mL, 14.81 mmol) in pyridine (15 mL) was stirred at rt for 4 h. The mixture was added with phenethylamine (1.55 mL, 12.18 mmol), irradiated with microwave 250 W to refluxing for 15 min. The mixture was diluted with ethyl acetate (50 mL), washed with water (2×50 mL). The ethyl acetated solution was mixed with water (50 mL) and kept at rt to give solid form. The solution was filtered to give yellow solid title compound (1.1 g... Starting materials: O=C([O-])[O-], C1COCCN1, CC1(C)C(=O)N(c2ccc(OC(F)(F)F)cc2)C(=O)N1Cc1ccnc(Cl)c1, CN(C)C=O, [K+], [K+]. Yields the product CC1(C)C(=O)N(c2ccc(OC(F)(F)F)cc2)C(=O)N1Cc1ccnc(N2CCOCC2)c1. RXN SMILES: [C:29](=[O:30])([O-:31])[O-:32].[CH2:35]1[CH2:36][O:37][CH2:38][CH2:39][NH:40]1.[CH3:1][C:2]1([CH3:28])[C:3](=[O:27])[N:4]([c:16]2[cH:17][cH:18][c:19]([O:22][C:23]([F:24])([F:25])[F:26])[cH:20][cH:21]2)[C:5](=[O:15])[N:6]1[CH2:7][c:8]1[cH:9][c:10]([Cl:14])[n:11][cH:12][cH:13]1.[CH3:41][N:42]([CH3:43])[CH:44]=[O:45].[K+:33].[K+:34]>>[CH3:1][C:2]1([CH3:28])[C:3](=[O:27])[N:4]([c:16]2[cH:17][cH:18][c:19]([O:22][C:23]([F:24])([F:25])[F:26])[cH:20][cH:21]2)[C:5](=[O:15])[N:6]1[CH2:7][c:8]1[cH:9][c:10]([N:40]2[CH2:35][CH2:36][O:37][CH2:38][CH2:39]2)[n:11][cH:12][cH:13]1. Starting materials: OCC1=NC=C(C#N)C=C1 (6-(hydroxymethyl)nicotinonitrile), NO (hydroxylamine). Run in C(C)O (ethanol). Yields the product ON=C(C1=CN=C(C=C1)CO)N (N′-hydroxy-6-(hydroxymethyl)nicotinimidamide). Yield: 98.0%. RXN SMILES: [OH:1][CH2:2][C:3]1[CH:10]=[CH:9][C:6]([C:7]#[N:8])=[CH:5][N:4]=1.[NH2:11][OH:12]>C(O)C>[OH:12][N:11]=[C:7]([NH2:8])[C:6]1[CH:9]=[CH:10][C:3]([CH2:2][OH:1])=[N:4][CH:5]=1. Reported procedure: A solution of 6-(hydroxymethyl)nicotinonitrile (ChemPacific, 0.698 g; 5.2 mmol) and 50% aqueous hydroxylamine (1.6 mL) in ethanol (10 mL) was heated at 80° C. for 3 hours. The solvent was evaporated in vacuo. The residue was partitioned between DCM and water. The organic phase was passed through a hydrophobic frit and evaporated in vacuo. The resultant solid was washed with MeCN and dried to afford the title product (0.850 g, 98%). 1H NMR (DMSO-d6, 400 MHz) δ 9.79 (1 H, s), 8.79 (1 H, d, J=2.2 H... RXN SMILES: [C:1]12([C:11]3[CH:12]=[C:13](B(O)O)[CH:14]=[CH:15][C:16]=3[O:17][CH2:18][C:19]3[CH:24]=[CH:23][CH:22]=[CH:21][CH:20]=3)[CH2:10][CH:5]3[CH2:6][CH:7]([CH2:9][CH:3]([CH2:4]3)[CH2:2]1)[CH2:8]2.Cl[C:29]1[N:34]=[CH:33][C:32](/[CH:35]=[CH:36]/[C:37]([O:39][CH2:40][CH3:41])=[O:38])=[CH:31][N:30]=1.C([O-])([O-])=O.[Na+].[Na+]>C(COC)OC.C(OCC)(=O)C>[C:1]12([C:11]3[CH:12]=[C:13]([C:29]4[N:30]=[CH:31][C:32](/[CH:35]=[CH:36]/[C:37]([O:39][CH2:40][CH3:41])=[O:38])=[CH:33][N:34]=4)[CH:14]=[CH:15][C:16]=3[O:17][CH2:18][C:19]3[CH:24]=[CH:23][CH:22]=[CH:21][CH:20]=3)[CH2:10][CH:5]3[CH2:6][CH:7]([CH2:9][CH:3]([CH2:4]3)[CH2:2]1)[CH2:8]2 |f:2.3.4|. The reactants are C12(CC3CC(CC(C1)C3)C2)C=2C=C(C=CC2OCC2=CC=CC=C2)B(O)O (3-(1-adamantyl)-4-benzyloxyphenylboronic acid), ClC1=NC=C(C=N1)/C=C/C(=O)OCC (ethyl (2E)-3-(2-chloro-5-pyrimidinyl)-2-propenoate), C(=O)([O-])[O-].[Na+].[Na+] (Na2CO3). Product: C12(CC3CC(CC(C1)C3)C2)C=2C=C(C=CC2OCC2=CC=CC=C2)C2=NC=C(C=N2)/C=C/C(=O)OCC (ethyl(E)-3-[2-(3-(1-adamantyl)-4-benzyloxyphenyl)-5-pyrimidinyl]-2-propenoate). Run in C(C)(=O)OCC (ethyl acetate), C(OC)COC (dimethoxyethane). Reported procedure: To a solution of 3-(1-adamantyl)-4-benzyloxyphenylboronic acid (Zhang Y. et al., Blood, 2002; 100:2917-2925, Dawson M. I. et al., J. Med. Chem., 2004; 47:3518-3536) (3.62 g, 10.0 mmol) and ethyl (2E)-3-(2-chloro-5-pyrimidinyl)-2-propenoate (1.76 g, 8.30 mmol) in dimethoxyethane (50 mL) was added under argon tetrakis(triphenylphosphine)-palladium (1.15 g, 1.00 mmol) and 2 M aqueous Na2CO3 (10 mL). The reaction mixture was heated at reflux for 18 h, cooled to room temperature, diluted with ethyl a... Yield: 96.9%. Reactants: NC1=C(SC2=NC(=CC(=C21)CCC)N2CCNCC2)C(=O)N (3-amino-6-piperazin-1-yl-4-propyl-thieno[2,3-b]pyridine-2-carboxylic acid amide), CN1[C@H](CO)CCC1 (N-methyl-L-prolinol), C(=O)([O-])[O-].[Na+].[Na+] (Na2CO3). Run in O (water), O1CCOCC1 (dioxane). The product is NC1=C(SC2=NC(=CC(=C21)CCC)OCC2N(CCC2)C)C(=O)N (3-Amino-6-(1-methyl-pyrrolidin-2-ylmethoxy)-4-propyl-thieno[2,3-b]pyridine-2-carboxylic acid amide). Yield: 55.0%. As a reaction SMILES: [NH2:1][C:2]1[C:10]2[C:5](=[N:6][C:7](N3CCNCC3)=[CH:8][C:9]=2[CH2:11][CH2:12][CH3:13])[S:4][C:3]=1[C:20]([NH2:22])=[O:21].[CH3:23][N:24]1[CH2:30][CH2:29][CH2:28][C@H:25]1[CH2:26][OH:27].C([O-])([O-])=O.[Na+].[Na+]>O1CCOCC1.O>[NH2:1][C:2]1[C:10]2[C:5](=[N:6][C:7]([O:27][CH2:26][CH:25]3[CH2:28][CH2:29][CH2:30][N:24]3[CH3:23])=[CH:8][C:9]=2[CH2:11][CH2:12][CH3:13])[S:4][C:3]=1[C:20]([NH2:22])=[O:21] |f:2.3.4|. Procedure details: A mixture pyridine-triflate intermediate (see Example 1) (10 mg) and N-methyl-L-prolinol (40 mg) in dioxane was heated under Ar at 90° C. for 3 h. The mixture was cooled to room temperature, and Na2CO3 (2 M, 0.2 mL) was added. The mixture was heated at 100° C. under Ar for 10 h, cooled to room temperature and diluted with water (1 mL). The mixture was extracted with EtOAc, dried with Na2SO4 and concentrated. The residue was purified by preparative silica gel chromatography to give 6 mg of the ti... Starting materials: C1CCOC1, S=C=Nc1c(Cl)cccc1Cl, Nc1c(N)c(F)c(F)c(F)c1F. The product is Nc1c(F)c(F)c(F)c(F)c1NC(=S)Nc1c(Cl)cccc1Cl. As a reaction SMILES: [CH2:24]1[O:25][CH2:26][CH2:27][CH2:28]1.[Cl:13][c:14]1[c:15]([N:21]=[C:22]=[S:23])[c:16]([Cl:20])[cH:17][cH:18][cH:19]1.[NH2:1][c:2]1[c:3]([NH2:12])[c:4]([F:11])[c:5]([F:10])[c:6]([F:9])[c:7]1[F:8]>>[NH:1]([c:2]1[c:3]([NH2:12])[c:4]([F:11])[c:5]([F:10])[c:6]([F:9])[c:7]1[F:8])[C:22]([NH:21][c:15]1[c:14]([Cl:13])[cH:19][cH:18][cH:17][c:16]1[Cl:20])=[S:23]. Starting materials: C[N+]1([O-])CCOCC1, CCC[N+](CCC)(CCC)CCC, ClCCl, O=C(C(C(=O)c1cc(F)cc(F)c1)=C1Nc2ccc(CO)cc2N1)c1ccccc1, O=[Ru](=O)(=O)[O-]. The product is O=Cc1ccc2c(c1)NC(=C(C(=O)c1ccccc1)C(=O)c1cc(F)cc(F)c1)N2. Reaction SMILES: [CH3:31][N+:32]1([O-:33])[CH2:34][CH2:35][O:36][CH2:37][CH2:38]1.[CH3:39][CH2:40][CH2:41][N+:42]([CH2:43][CH2:44][CH3:45])([CH2:46][CH2:47][CH3:48])[CH2:49][CH2:50][CH3:51].[Cl:57][CH2:58][Cl:59].[F:1][c:2]1[cH:3][c:4]([C:9]([C:10]([C:11](=[O:12])[c:13]2[cH:14][cH:15][cH:16][cH:17][cH:18]2)=[C:19]2[NH:20][c:21]3[c:22]([cH:24][cH:25][c:26]([CH2:28][OH:29])[cH:27]3)[NH:23]2)=[O:30])[cH:5][c:6]([F:8])[cH:7]1.[O:52]=[Ru:53](=[O:54])([O-:55])=[O:56]>>[F:1][c:2]1[cH:3][c:4]([C:9]([C:10]([C:11](=[O:12])[c:13]2[cH:14][cH:15][cH:16][cH:17][cH:18]2)=[C:19]2[NH:20][c:21]3[c:22]([cH:24][cH:25][c:26]([CH:28]=[O:29])[cH:27]3)[NH:23]2)=[O:30])[cH:5][c:6]([F:8])[cH:7]1.